Task: describe an organic reaction: reactants, conditions, products, and yield. Dataset: the Open Reaction Database (ORD), a public repository of structured organic reaction records The reactants are COc1cc(SC)ccc1-c1nc2c[nH][nH]c(=O)c-2n1, CC(=O)O, O, OO. Product: COc1cc(S(C)=O)ccc1-c1nc2c[nH][nH]c(=O)c-2n1. As a reaction SMILES: [CH3:1][O:2][c:3]1[c:4](-[c:11]2[n:12][c:13]3[c:18](=[O:19])[nH:17][nH:16][cH:15][c:14]-3[n:20]2)[cH:5][cH:6][c:7]([S:9][CH3:10])[cH:8]1.[CH3:24][C:25](=[O:26])[OH:27].[OH2:23].[OH:21][OH:22]>>[CH3:1][O:2][c:3]1[c:4](-[c:11]2[n:12][c:13]3[c:18](=[O:19])[nH:17][nH:16][cH:15][c:14]-3[n:20]2)[cH:5][cH:6][c:7]([S:9]([CH3:10])=[O:21])[cH:8]1.